Dataset: the Open Reaction Database (ORD), a public repository of structured organic reaction records. Task: describe an organic reaction: reactants, conditions, products, and yield The reactants are NC(C(=O)O)C1=CC(=CC(=C1)O)O (2-Amino-2-(3,5-dihydroxyphenyl)-acetic acid), [N+](=O)(O)[O-] (nitric acid), [OH-].[Na+] (sodium hydroxide). Run in O (water). Run at temperature -10 celsius. Yields the product NC(C(=O)O)C1=C(C(=CC(=C1)O)O)[N+](=O)[O-] (2-Amino-2-(2-nitro-3,5-dihydroxyphenyl)-acetic acid). RXN SMILES: [NH2:1][CH:2]([C:6]1[CH:11]=[C:10]([OH:12])[CH:9]=[C:8]([OH:13])[CH:7]=1)[C:3]([OH:5])=[O:4].[N+:14]([O-])([OH:16])=[O:15].[OH-].[Na+]>O>[NH2:1][CH:2]([C:6]1[CH:7]=[C:8]([OH:13])[CH:9]=[C:10]([OH:12])[C:11]=1[N+:14]([O-:16])=[O:15])[C:3]([OH:5])=[O:4] |f:2.3|. Reported procedure: 2-Amino-2-(3,5-dihydroxyphenyl)-acetic acid (183 mg, 1 mmol) was added portionwise to stirred 5.5M nitric acid (2.5 ml, 15 mmol), which has been cooled to -10° C. in an ice/salt bath. The resulting brown solution was diluted with water (2 ml), neutralised with 2M sodium hydroxide, and purified by cationic exchange chromatography (as in Example 14) to give the title compound as a fluffy yellow solid, m.p. >280° C. Starting materials: C(C)O (Ethanol), N (ammonia), Cl.COC=1C=C(OCCCCCOC2=CC=C(C=C2)C(OCC)=N)C=CC1C(=O)N(C(C)C)C(C)C (ethyl 4-[5-[3-methoxy-4-[N,N-bis(1-methylethyl)aminocarbonyl]phenoxy]-pentoxy]benzenecarboximidoate monohydrochloride), ice, N (ammonia), Cl (hydrochloric acid). The solvent is C(Cl)Cl.CO (CH2Cl2 MeOH), O (water). Reaction conditions: temperature 5 celsius, time 7.5 hour. The product is NN=CC1=CC=C(OCCCCCOC2=C(C=C(C(=O)N(C(C)C)C(C)C)C=C2)OC)C=C1 (4-[5-[4-(aminoiminomethyl)phenoxy]pentoxy]-3-methoxy-N,N-bis(1-methylethyl)-benzamide). Reaction SMILES: [CH2:1]([OH:3])C.Cl.CO[C:7]1[CH:8]=[C:9]([CH:28]=[CH:29][C:30]=1[C:31]([N:33]([CH:37]([CH3:39])[CH3:38])[CH:34]([CH3:36])[CH3:35])=[O:32])[O:10][CH2:11][CH2:12][CH2:13][CH2:14][CH2:15][O:16][C:17]1[CH:22]=[CH:21][C:20]([C:23](=[NH:27])OCC)=[CH:19][CH:18]=1.[NH3:40].Cl>O.C(Cl)Cl.CO>[NH2:40][N:27]=[CH:23][C:20]1[CH:19]=[CH:18][C:17]([O:16][CH2:15][CH2:14][CH2:13][CH2:12][CH2:11][O:10][C:9]2[CH:8]=[CH:7][C:30]([C:31]([N:33]([CH:37]([CH3:39])[CH3:38])[CH:34]([CH3:35])[CH3:36])=[O:32])=[CH:29][C:28]=2[O:3][CH3:1])=[CH:22][CH:21]=1 |f:1.2,6.7|. Procedure: Ethanol 2 B (42 L) is added to the reactor and the ethyl 4-[5-[3-methoxy-4-[N,N-bis(1-methylethyl)aminocarbonyl]phenoxy]-pentoxy]benzenecarboximidoate monohydrochloride is dissolved. The solution is cooled to 5° C. and anhydrous ammonia is bubbled into the solution for 7.5 hours until saturation is obtained. After stirring overnight in the ice bath, and ammonia addition is continued another 7.5 hours at 5° C. The reaction mixture is followed by TLC (CH2Cl2 /MeOH, 9:1) using silica plates. A tota... The reactants are [Li].ClC=1C=C(C=NC1)C(=CC(C(=O)OCC)=O)[O-] (Lithium 1-(5-chloropyridin-3-yl)-4-ethoxy-3,4-dioxobut-1-en-1-olate), ClC=1C=C(C=C(C1)F)C1=CC(=NN1C1=NC=CC=C1)C(=O)O (5-(3-Chloro-5-fluorophenyl)-1-(pyridin-2-yl)-1H-pyrazole-3-carboxylic acid), Cl.ClC=1C=C(C=CC1F)NN (3-chloro-4-fluorophenylhydrazine hydrochloride). Yields the product ClC=1C=C(C=CC1F)N1N=C(C=C1C=1C=NC=C(C1)Cl)C(=O)O (1-(3-Chloro-4-fluorophenyl)-5-(5-chloropyridin-3-yl)-1H-pyrazole-3-carboxylic acid). RXN SMILES: [Li].[Cl:2][C:3]1[CH:4]=[C:5]([C:9]([O-])=[CH:10][C:11](=O)[C:12]([O:14]CC)=[O:13])[CH:6]=[N:7][CH:8]=1.ClC1C=C(C2N(C3C=CC=CN=3)N=C(C(O)=O)C=2)C=C(F)C=1.Cl.[Cl:42][C:43]1[CH:44]=[C:45]([NH:50][NH2:51])[CH:46]=[CH:47][C:48]=1[F:49]>>[Cl:42][C:43]1[CH:44]=[C:45]([N:50]2[C:9]([C:5]3[CH:6]=[N:7][CH:8]=[C:3]([Cl:2])[CH:4]=3)=[CH:10][C:11]([C:12]([OH:14])=[O:13])=[N:51]2)[CH:46]=[CH:47][C:48]=1[F:49] |f:0.1,3.4,^1:0|. Procedure: 1.70 g (4.24 mmol) of the compound of Example 14A is reacted analogously to the synthesis of the compound of Example 20A with 1.25 g (6.36 mmol) of 3-chloro-4-fluorophenylhydrazine hydrochloride. After hydrolysis, 896 mg (60% of theory) of the title compound is obtained. Reactants: Clc1cc(Cl)ncn1, Cl, NCC(O)c1ccc(F)cc1, [Na+], O=C([O-])O, C1COCCO1, O. The product is OC(CNc1cc(Cl)ncn1)c1ccc(F)cc1. Reaction SMILES: [Cl:13][c:14]1[n:15][cH:16][n:17][c:18]([Cl:20])[cH:19]1.[ClH:1].[NH2:2][CH2:3][CH:4]([OH:5])[c:6]1[cH:7][cH:8][c:9]([F:12])[cH:10][cH:11]1.[Na+:25].[O-:21][C:22]([OH:23])=[O:24].[O:27]1[CH2:28][CH2:29][O:30][CH2:31][CH2:32]1.[OH2:26]>>[NH:2]([CH2:3][CH:4]([OH:5])[c:6]1[cH:7][cH:8][c:9]([F:12])[cH:10][cH:11]1)[c:18]1[n:17][cH:16][n:15][c:14]([Cl:13])[cH:19]1.